The task is: describe an organic reaction: reactants, conditions, products, and yield. This data is from the Open Reaction Database (ORD), a public repository of structured organic reaction records. The reactants are C=1C=CC(=CC1)P(C=2C=CC=CC2)C3=CC=C4C=CC=CC4=C3C5=C6C=CC=CC6=CC=C5P(C=7C=CC=CC7)C=8C=CC=CC8 (BINAP), BrC=1C=CC(=C(C1)OC)Cl (5-Bromo-2-chloroanisole), C(=O)(OC(C)(C)C)N1CCNCC1 (N-Bocpiperazine), CC(C)(C)[O-].[Na+] (NaOtBu). The reagents and catalysts are C=1C=CC(=CC1)/C=C/C(=O)/C=C/C2=CC=CC=C2.C=1C=CC(=CC1)/C=C/C(=O)/C=C/C2=CC=CC=C2.C=1C=CC(=CC1)/C=C/C(=O)/C=C/C2=CC=CC=C2.[Pd].[Pd] (tris(dibenzylideneacetone)-dipalladium(0)), C=1C=CC(=CC1)/C=C/C(=O)/C=C/C2=CC=CC=C2.C=1C=CC(=CC1)/C=C/C(=O)/C=C/C2=CC=CC=C2.C=1C=CC(=CC1)/C=C/C(=O)/C=C/C2=CC=CC=C2.[Pd].[Pd] (Pd2 dba3). Reaction conditions: temperature 80 celsius. The product is C(C)(C)(C)OC(=O)N1CCN(CC1)C1=CC(=C(C=C1)Cl)OC (4-(4-Chloro-3-methoxy-phenyl)-piperazine-1-carboxylic acid tert-butyl ester). Reaction SMILES: Br[C:2]1[CH:3]=[CH:4][C:5]([Cl:10])=[C:6]([O:8][CH3:9])[CH:7]=1.[C:11]([N:18]1[CH2:23][CH2:22][NH:21][CH2:20][CH2:19]1)([O:13][C:14]([CH3:17])([CH3:16])[CH3:15])=[O:12].CC([O-])(C)C.[Na+].C1C=CC(P(C2C(C3C(P(C4C=CC=CC=4)C4C=CC=CC=4)=CC=C4C=3C=CC=C4)=C3C(C=CC=C3)=CC=2)C2C=CC=CC=2)=CC=1>C1C=CC(/C=C/C(/C=C/C2C=CC=CC=2)=O)=CC=1.C1C=CC(/C=C/C(/C=C/C2C=CC=CC=2)=O)=CC=1.C1C=CC(/C=C/C(/C=C/C2C=CC=CC=2)=O)=CC=1.[Pd].[Pd]>[C:14]([O:13][C:11]([N:18]1[CH2:23][CH2:22][N:21]([C:2]2[CH:3]=[CH:4][C:5]([Cl:10])=[C:6]([O:8][CH3:9])[CH:7]=2)[CH2:20][CH2:19]1)=[O:12])([CH3:17])([CH3:15])[CH3:16] |f:2.3,5.6.7.8.9|. Procedure: An oven dried glass vial was charged with 5-Bromo-2-chloroanisole (1.0 mmol), N-Bocpiperazine (1.2 mmol), NaOtBu (1.4 mmol), tris(dibenzylideneacetone)-dipalladium(0) {Pd2 dba3} (0.0025 mmol, 0.5 mol %) and BINAP (0.0075 mmol), and the vial was then flushed with nitrogen and capped tightly. The mixture was heated to 80° C. overnight and then cooled to room temperature, taken up in ether, filtered and concentrated. The crude product was purified by flash column chromatography on silica gel with e... Starting materials: ClC1=CC2=C(N(C(S2)=O)CCCCl)C=C1 (6-chloro-3-(3-chloropropyl)-2-benzothiazolone), C(=O)([O-])[O-].[K+].[K+] (K2CO3), C(C1=CC=CC=C1)(C1=CC=CC=C1)N1CCNCC1 (4-benzhydrylpiperazine). The solvent is CN(C)C=O (DMF). Product: ClC1=CC2=C(N(C(S2)=O)CCCN2CCN(CC2)C(C2=CC=CC=C2)C2=CC=CC=C2)C=C1 (6-chloro-3-[3-(4-benzhydrylpiperazin-1-yl]propyl]-2-benzothiazolone). Isolated yield 61.7%. RXN SMILES: [Cl:1][C:2]1[CH:15]=[CH:14][C:5]2[N:6]([CH2:10][CH2:11][CH2:12]Cl)[C:7](=[O:9])[S:8][C:4]=2[CH:3]=1.C([O-])([O-])=O.[K+].[K+].[CH:22]([N:35]1[CH2:40][CH2:39][NH:38][CH2:37][CH2:36]1)([C:29]1[CH:34]=[CH:33][CH:32]=[CH:31][CH:30]=1)[C:23]1[CH:28]=[CH:27][CH:26]=[CH:25][CH:24]=1>CN(C=O)C>[Cl:1][C:2]1[CH:15]=[CH:14][C:5]2[N:6]([CH2:10][CH2:11][CH2:12][N:38]3[CH2:39][CH2:40][N:35]([CH:22]([C:23]4[CH:28]=[CH:27][CH:26]=[CH:25][CH:24]=4)[C:29]4[CH:34]=[CH:33][CH:32]=[CH:31][CH:30]=4)[CH2:36][CH2:37]3)[C:7](=[O:9])[S:8][C:4]=2[CH:3]=1 |f:1.2.3|. Procedure: A solution of compound (X) (3.71 g, 20 mmol), K2CO3 (3.31 g, 24 mmol), 4-benzhydrylpiperazine (XId) (6.06 g, 24 mmol), and KI (3.98 g, 24 mmol) in DMF (20 ml) was stirred at 100° C. for 5 hours, concentrated in vacuo and extracted with dichloromethane. The resulting dichloromethane layer was dried over MgSO4, and subjected to column chromatography on silica gel. The eluate eluted with dichloromethane/ethyl acetate (10/1) was recrystallized from ether to obtain compound (XIId) (5.9 g, yield=61.7%... The reactants are C1(=CC=C(C=C1)NC(NC=1SC=C(N1)C(C(=O)OCC)=O)=O)C (ethyl 2-(3-p-tolylureido)thiazol-4-ylglyoxylate), N (ammonia), S1C(=S)N(C(=O)C1)CC(=O)O (rhodanine-3-acetic acid), [Cl-].[NH4+] (ammonium chloride). Solvent: C(C)O (ethanol). The product is C(C)OC(=O)C(C=1N=C(SC1)NC(=O)NC1=CC=C(C=C1)C)=C1C(N(C(S1)=S)CC(=O)O)=O (5-{1-Ethoxycarbonyl-1-[2-(3-p-tolylureido)thiazol-4-yl]methylene}rhodanine-3-acetic acid). As a reaction SMILES: [C:1]1([CH3:23])[CH:6]=[CH:5][C:4]([NH:7][C:8](=[O:22])[NH:9][C:10]2[S:11][CH:12]=[C:13]([C:15](=O)[C:16]([O:18][CH2:19][CH3:20])=[O:17])[N:14]=2)=[CH:3][CH:2]=1.[S:24]1[CH2:30][C:28](=[O:29])[N:27]([CH2:31][C:32]([OH:34])=[O:33])[C:25]1=[S:26].[Cl-].[NH4+].N>C(O)C>[CH2:19]([O:18][C:16]([C:15](=[C:30]1[S:24][C:25](=[S:26])[N:27]([CH2:31][C:32]([OH:34])=[O:33])[C:28]1=[O:29])[C:13]1[N:14]=[C:10]([NH:9][C:8]([NH:7][C:4]2[CH:5]=[CH:6][C:1]([CH3:23])=[CH:2][CH:3]=2)=[O:22])[S:11][CH:12]=1)=[O:17])[CH3:20] |f:2.3|. Procedure: Following a procedure similar to that described in Example 1, the desired compound was prepared using 4.8 g of ethyl 2-(3-p-tolylureido)thiazol-4-ylglyoxylate, 2.5 g of rhodanine-3-acetic acid, 1.5 g of ammonium chloride, 1.5 ml of 20% v/v aqueous ammonia and 50 ml of ethanol. The resulting product was a yellow powder having the following physical properties. Reactants: OC(c1ccc(F)cc1)c1cccc(Br)n1, ClCCl, O=S(Cl)Cl. Product: Fc1ccc(C(Cl)c2cccc(Br)n2)cc1. Reaction SMILES: [Br:1][c:2]1[cH:3][cH:4][cH:5][c:6]([CH:8]([OH:9])[c:10]2[cH:11][cH:12][c:13]([F:16])[cH:14][cH:15]2)[n:7]1.[Cl:21][CH2:22][Cl:23].[S:17]([Cl:18])([Cl:19])=[O:20]>>[Br:1][c:2]1[cH:3][cH:4][cH:5][c:6]([CH:8]([c:10]2[cH:11][cH:12][c:13]([F:16])[cH:14][cH:15]2)[Cl:19])[n:7]1.